From a dataset of the Open Reaction Database (ORD), a public repository of structured organic reaction records. describe an organic reaction: reactants, conditions, products, and yield The reactants are C1COCCO1, C1COCCN1, CCOC(C)=O, Fc1ccc(F)c(C(Sc2ccc(Cl)cc2)c2cc(Cl)ncc2Cl)c1. Product: Fc1ccc(F)c(C(Sc2ccc(Cl)cc2)c2cc(N3CCOCC3)ncc2Cl)c1. Reaction SMILES: [CH2:1]1[O:2][CH2:3][CH2:4][O:5][CH2:6]1.[CH2:32]1[CH2:33][O:34][CH2:35][CH2:36][NH:37]1.[CH3:38][CH2:39][O:40][C:41](=[O:42])[CH3:43].[Cl:7][c:8]1[n:9][cH:10][c:11]([Cl:31])[c:12]([CH:14]([c:15]2[c:16]([F:22])[cH:17][cH:18][c:19]([F:21])[cH:20]2)[S:23][c:24]2[cH:25][cH:26][c:27]([Cl:30])[cH:28][cH:29]2)[cH:13]1>>[c:8]1([N:37]2[CH2:32][CH2:33][O:34][CH2:35][CH2:36]2)[n:9][cH:10][c:11]([Cl:31])[c:12]([CH:14]([c:15]2[c:16]([F:22])[cH:17][cH:18][c:19]([F:21])[cH:20]2)[S:23][c:24]2[cH:25][cH:26][c:27]([Cl:30])[cH:28][cH:29]2)[cH:13]1. The reactants are C#CCO, CCCCCCCCC=CCCl, Cl[Cu]. Product: CCCCCCCCC=CCC#CCO. Reaction SMILES: [CH2:13]([C:14]#[CH:15])[OH:16].[Cl:1][CH2:2][CH:3]=[CH:4][CH2:5][CH2:6][CH2:7][CH2:8][CH2:9][CH2:10][CH2:11][CH3:12].[Cu:17][Cl:18]>>[CH2:2]([CH:3]=[CH:4][CH2:5][CH2:6][CH2:7][CH2:8][CH2:9][CH2:10][CH2:11][CH3:12])[C:15]#[C:14][CH2:13][OH:16]. The reactants are FC1=CC(=C(N)C=C1)C(F)(F)F (4-fluoro-2-(trifluoromethyl)aniline), N1=CC=CC=C1 (pyridine), ClS(=O)(=O)C1=CC=C(C(=O)O)C=C1 (4-chlorosulfonylbenzoic acid). Solvent: ClCCl (dichloromethane), ClCCl (dichloromethane). Conditions: temperature -5 celsius, time 12 hour. The product is FC1=CC(=C(C=C1)NS(=O)(=O)C1=CC=C(C(=O)O)C=C1)C(F)(F)F (4-[N-(4-Fluoro-2-trifluoromethylphenyl)sulfamoyl]benzoic Acid). As a reaction SMILES: Cl[S:2]([C:5]1[CH:13]=[CH:12][C:8]([C:9]([OH:11])=[O:10])=[CH:7][CH:6]=1)(=[O:4])=[O:3].[F:14][C:15]1[CH:21]=[CH:20][C:18]([NH2:19])=[C:17]([C:22]([F:25])([F:24])[F:23])[CH:16]=1.N1C=CC=CC=1>ClCCl>[F:14][C:15]1[CH:21]=[CH:20][C:18]([NH:19][S:2]([C:5]2[CH:13]=[CH:12][C:8]([C:9]([OH:11])=[O:10])=[CH:7][CH:6]=2)(=[O:4])=[O:3])=[C:17]([C:22]([F:23])([F:24])[F:25])[CH:16]=1. Procedure details: 2.21 g (10 mmol) of 4-chlorosulfonylbenzoic acid is suspended under exclusion of moisture in 30 ml of dichloromethane, the suspension is cooled to -5° C. and, at this temperature, a solution of 1.79 g (10 mmol) of 4-fluoro-2-(trifluoromethyl)aniline and 1 ml of pyridine in 20 ml of dichloromethane is added dropwise thereto. After this dropwise addition has been completed, the mixture is allowed to warm up to room temperature and is agitated for another 12 hours. The thus-produced precipitate is ... Reactants: O=c1cc2c(n[nH]1)-c1cc(Br)sc1SCC2, ClCc1ccc(Cl)cc1. The product is O=c1cc2c(nn1Cc1ccc(Cl)cc1)-c1cc(Br)sc1SCC2. Reaction SMILES: [Br:10][c:11]1[cH:12][c:13]2[c:14]([s:25]1)[S:15][CH2:16][CH2:17][c:18]1[c:19]-2[n:20][nH:21][c:22](=[O:24])[cH:23]1.[Cl:1][c:2]1[cH:3][cH:4][c:5]([CH2:6][Cl:7])[cH:8][cH:9]1>>[Cl:1][c:2]1[cH:3][cH:4][c:5]([CH2:6][n:21]2[n:20][c:19]3[c:18]([cH:23][c:22]2=[O:24])[CH2:17][CH2:16][S:15][c:14]2[c:13]-3[cH:12][c:11]([Br:10])[s:25]2)[cH:8][cH:9]1. Reactants: C1CCOC1, COc1ccc(Cn2cnc3c(-c4cccnc4F)ncnc32)cc1, C[Si](C)(C)[N-][Si](C)(C)C, Cl, [Li+], Cc1ccc2c(Nc3ccc(C#N)cc3)nccc2c1N, [Na+], O=C([O-])O. Yields the product COc1ccc(Cn2cnc3c(-c4cccnc4Nc4c(C)ccc5c(Nc6ccc(C#N)cc6)nccc45)ncnc32)cc1. RXN SMILES: [CH2:63]1[O:64][CH2:65][CH2:66][CH2:67]1.[CH3:22][O:23][c:24]1[cH:25][cH:26][c:27]([CH2:28][n:29]2[c:30]3[n:31][cH:32][n:33][c:34](-[c:38]4[c:39]([F:44])[n:40][cH:41][cH:42][cH:43]4)[c:35]3[n:36][cH:37]2)[cH:45][cH:46]1.[CH3:47][Si:48]([N-:49][Si:50]([CH3:51])([CH3:52])[CH3:53])([CH3:54])[CH3:55].[ClH:57].[Li+:56].[NH2:1][c:2]1[c:3]2[cH:4][cH:5][n:6][c:7]([NH:13][c:14]3[cH:15][cH:16][c:17]([C:18]#[N:19])[cH:20][cH:21]3)[c:8]2[cH:9][cH:10][c:11]1[CH3:12].[Na+:62].[O-:58][C:59]([OH:60])=[O:61]>>[NH:1]([c:2]1[c:3]2[cH:4][cH:5][n:6][c:7]([NH:13][c:14]3[cH:15][cH:16][c:17]([C:18]#[N:19])[cH:20][cH:21]3)[c:8]2[cH:9][cH:10][c:11]1[CH3:12])[c:39]1[c:38](-[c:34]2[n:33][cH:32][n:31][c:30]3[n:29]([CH2:28][c:27]4[cH:26][cH:25][c:24]([O:23][CH3:22])[cH:46][cH:45]4)[cH:37][n:36][c:35]32)[cH:43][cH:42][cH:41][n:40]1. Starting materials: OC1=C(C(OC1)=O)C(CCCCCCCCCC1=CC=C(C=C1)Cl)=O (4-hydroxy-3-[10-(4-chlorophenyl)-1-oxodecyl]-2(5H)-furanone), [Br-].ClC=1C=C(C[P+](C2=CC=CC=C2)(C2=CC=CC=C2)C2=CC=CC=C2)C=CC1Cl (3,4-dichlorobenzyltriphenylphosphonium bromide). The product is OC1=C(C(OC1)=O)C(CCCCCCCCCC1=CC(=C(C=C1)Cl)Cl)=O (4-Hydroxy-3-[10-(3,4-dichlorophenyl)-1-oxodecyl]-2(5H)-furanone). As a reaction SMILES: [OH:1][C:2]1[CH2:6][O:5][C:4](=[O:7])[C:3]=1[C:8](=[O:25])[CH2:9][CH2:10][CH2:11][CH2:12][CH2:13][CH2:14][CH2:15][CH2:16][CH2:17][C:18]1[CH:23]=[CH:22][C:21]([Cl:24])=[CH:20][CH:19]=1.[Br-].[Cl:27]C1C=C(C=CC=1Cl)C[P+](C1C=CC=CC=1)(C1C=CC=CC=1)C1C=CC=CC=1>>[OH:1][C:2]1[CH2:6][O:5][C:4](=[O:7])[C:3]=1[C:8](=[O:25])[CH2:9][CH2:10][CH2:11][CH2:12][CH2:13][CH2:14][CH2:15][CH2:16][CH2:17][C:18]1[CH:19]=[CH:20][C:21]([Cl:24])=[C:22]([Cl:27])[CH:23]=1 |f:1.2|. Procedure: Using the procedure of Example 41 for the synthesis of 4-hydroxy-3-[10-(4-chlorophenyl)-1-oxodecyl]-2(5H)-furanone above, but using 3,4-dichlorobenzyltriphenylphosphonium bromide in place of 4-chlorobenzyltriphenylphosphonium chloride, there is obtained the title compound. Starting materials: Cl (hydrochloric acid), C(C)(=O)NCC=1CCN(CC1)CC (4-acetylaminomethyl-1-ethyl-1,2,3,6-tetrahydropyridine), aqueous solution, [OH-].[Na+] (sodium hydroxide). Solvent: CO (methanol). The product is NCC=1CCN(CC1)CC (4-aminomethyl-1-ethyl-1,2,3,6-tetrahydropyridine). Isolated yield 92.6%. RXN SMILES: C([NH:4][CH2:5][C:6]1[CH2:7][CH2:8][N:9]([CH2:12][CH3:13])[CH2:10][CH:11]=1)(=O)C.[OH-].[Na+].Cl>CO>[NH2:4][CH2:5][C:6]1[CH2:11][CH2:10][N:9]([CH2:12][CH3:13])[CH2:8][CH:7]=1 |f:1.2|. Procedure: A solution of 4-acetylaminomethyl-1-ethyl-1,2,3,6-tetrahydropyridine (20.0 g) and 6N aqueous solution of sodium hydroxide (73 ml) in methanol (150 ml) was refluxed for 40 hours. The solution was acidified with concentrated hydrochloric acid under ice cooling and evaporated in vacuo. To the residue was added ethanol (400 ml) and the mixture was refluxed for an hour. The resulting precipitates were filtered off and the filtrate was evaporated in vacuo. The residue was treated with Amberlite IRA-91...